From a dataset of the Open Reaction Database (ORD), a public repository of structured organic reaction records. describe an organic reaction: reactants, conditions, products, and yield Reactants: CCOC(=O)c1cc(N2CCN(CCN(C)C)CC2)ccc1Cl, CCO, [Na+], [OH-]. Product: CN(C)CCN1CCN(c2ccc(Cl)c(C(=O)O)c2)CC1. RXN SMILES: [CH2:1]([CH3:2])[O:3][C:4]([c:5]1[c:6]([Cl:22])[cH:7][cH:8][c:9]([N:11]2[CH2:12][CH2:13][N:14]([CH2:17][CH2:18][N:19]([CH3:20])[CH3:21])[CH2:15][CH2:16]2)[cH:10]1)=[O:23].[CH3:24][CH2:25][OH:26].[Na+:28].[OH-:27]>>[O:3]=[C:4]([c:5]1[c:6]([Cl:22])[cH:7][cH:8][c:9]([N:11]2[CH2:12][CH2:13][N:14]([CH2:17][CH2:18][N:19]([CH3:20])[CH3:21])[CH2:15][CH2:16]2)[cH:10]1)[OH:23]. Product: C1=CC(=CC=C1[C@@H]2CCNC[C@H]2COC=3C=CC4=C(C3)OCO4)F.Cl (paroxetine hydrochloride). Starting materials: Cl (hydrochloric acid), C1=CC(=CC=C1[C@@H]2CCNC[C@H]2COC=3C=CC4=C(C3)OCO4)F (paroxetine), C1=CC(=CC=C1[C@@H]2CCNC[C@H]2COC=3C=CC4=C(C3)OCO4)F (paroxetine), C1=CC(=CC=C1[C@@H]2CCNC[C@H]2COC=3C=CC4=C(C3)OCO4)F (paroxetine), C1=CC(=CC=C1[C@@H]2CCNC[C@H]2COC=3C=CC4=C(C3)OCO4)F (paroxetine). Solvent: C(C)O (ethanol), C(C)O (ethanol), C(C)O (ethanol). Procedure: The paroxetine base can be obtained according to the procedure of U.S. Pat. No. 4,007,196 to Christensen et al. Absolute ethanol is added in an amount sufficient to dissolve the paroxetine base, the molar ratio of paroxetine base to absolute ethanol preferably being in the range of about 10% v/v to about 15% w/v. A solution of hydrochloric acid in absolute ethanol preferably in the range of about 10% v/v to about 30% v/v, usually about 22% v/v, is added to the paroxetine base solution and stirre... RXN SMILES: [CH:1]1[C:6]([C@H:7]2[C@H:12]([CH2:13][O:14][C:15]3[CH:16]=[CH:17][C:18]4[O:23][CH2:22][O:21][C:19]=4[CH:20]=3)[CH2:11][NH:10][CH2:9][CH2:8]2)=[CH:5][CH:4]=[C:3]([F:24])[CH:2]=1.[ClH:25]>C(O)C>[CH:5]1[C:6]([C@H:7]2[C@H:12]([CH2:13][O:14][C:15]3[CH:16]=[CH:17][C:18]4[O:23][CH2:22][O:21][C:19]=4[CH:20]=3)[CH2:11][NH:10][CH2:9][CH2:8]2)=[CH:1][CH:2]=[C:3]([F:24])[CH:4]=1.[ClH:25] |f:3.4|. Reactants: CC(C)(C)OC(=O)N1C[C@@H]2C[C@H]1CN2, C1=C(C=NC=C1Br)C(F)(F)F. The reagents and catalysts are CC(C)(C)[O-].[Na+], C1=CC=C(C=C1)P(C2=CC=CC=C2)C3=C(C4=CC=CC=C4C=C3)C5=C(C=CC6=CC=CC=C65)P(C7=CC=CC=C7)C8=CC=CC=C8, C1=CC=C(C=C1)/C=C/C(=O)/C=C/C2=CC=CC=C2.C1=CC=C(C=C1)/C=C/C(=O)/C=C/C2=CC=CC=C2.C1=CC=C(C=C1)/C=C/C(=O)/C=C/C2=CC=CC=C2.[Pd].[Pd]. The solvent is C1COCCO1. Conditions: temperature 80 celsius. The product is CC(C)(C)OC(=O)N1CC2CC1CN2C3=CN=CC(=C3)C(F)(F)F. The yield is 82.3%. Procedure: A 50 ml round bottom equipped with stir bar was charged with BINAP (225 mg, 0.36 mmol) and Tris(dibenzylideneacetone)dipalladium(0) (138 mg, 0.15 mmol) dissolved in 1,4-dioxane (7.500 mL). This was degassed and purged with nitrogen and stirred at RT for 10 mins. 3-bromo-5-(trifluoromethyl)pyridine (340 mg, 1.50 mmol) followed by tert-butyl 2,5-diazabicyclo[2.2.1]heptane-2-carboxylate (597 mg, 3.01 mmol) and sodium tert-butoxide (578 mg, 6.02 mmol) were added, and the reaction was stirred at 80 °... The reactants are Cl.NC1[C@@H]2N(C(=C(CS2)C=C)C(=O)OC(C2=CC=CC=C2)C2=CC=CC=C2)C1=O (benzhydryl 7-amino-3-vinyl-3-cephem-4-carboxylate hydrochloride), C[Si](C)(C)CC(=O)N (trimethylsilylacetamide), C(C1=CC=CC=C1)OC(=O)CON=C(C(=O)O)C(CBr)=O (2-benzyloxycarbonylmethoxyimino-4-bromo-3-oxobutyric acid), C[N+](=CCl)C.[Cl-] (Vilsmeier reagent), P(=O)(Cl)(Cl)Cl (phosphorus oxychloride). Solvent: C(Cl)Cl (methylene chloride), C(C)(=O)OCC (ethyl acetate), O1CCCC1 (tetrahydrofuran), CN(C=O)C (N,N-dimethylformamide). The product is C(C1=CC=CC=C1)OC(=O)CON=C(C(=O)NC1[C@@H]2N(C(=C(CS2)C=C)C(=O)OC(C2=CC=CC=C2)C2=CC=CC=C2)C1=O)C(CBr)=O (benzhydryl 7-(2-benzyloxycarbonylmethoxyimino-4-bromo-3-oxobutyramido)-3-vinyl-3-cephem-4-carboxylate). The yield is 74.5%. RXN SMILES: C[N+](C)=CCl.[Cl-].P(Cl)(Cl)(Cl)=O.[CH2:12]([O:19][C:20]([CH2:22][O:23][N:24]=[C:25]([C:29](=[O:32])[CH2:30][Br:31])[C:26]([OH:28])=O)=[O:21])[C:13]1[CH:18]=[CH:17][CH:16]=[CH:15][CH:14]=1.Cl.[NH2:34][CH:35]1[C:60](=[O:61])[N:37]2[C:38]([C:44]([O:46][CH:47]([C:54]3[CH:59]=[CH:58][CH:57]=[CH:56][CH:55]=3)[C:48]3[CH:53]=[CH:52][CH:51]=[CH:50][CH:49]=3)=[O:45])=[C:39]([CH:42]=[CH2:43])[CH2:40][S:41][C@H:36]12.C[Si](CC(N)=O)(C)C>O1CCCC1.C(Cl)Cl.C(OCC)(=O)C.CN(C)C=O>[CH2:12]([O:19][C:20]([CH2:22][O:23][N:24]=[C:25]([C:29](=[O:32])[CH2:30][Br:31])[C:26]([NH:34][CH:35]1[C:60](=[O:61])[N:37]2[C:38]([C:44]([O:46][CH:47]([C:48]3[CH:49]=[CH:50][CH:51]=[CH:52][CH:53]=3)[C:54]3[CH:59]=[CH:58][CH:57]=[CH:56][CH:55]=3)=[O:45])=[C:39]([CH:42]=[CH2:43])[CH2:40][S:41][C@H:36]12)=[O:28])=[O:21])[C:13]1[CH:14]=[CH:15][CH:16]=[CH:17][CH:18]=1 |f:0.1,4.5|. Procedure: Vilsmeier reagent prepared from N,N-dimethylformamide (0.67 ml) and phosphorus oxychloride (0.79 ml) was suspended in dry tetrahydrofuran (25 ml). Thereto was added 2-benzyloxycarbonylmethoxyimino-4-bromo-3-oxobutyric acid (2.8 g) at 0° C. with stirring, and the stirring was continued at 0° to 5° C. for an hour to prepare the activated acid solution. This activated acid solution was added at a time to a solution of benzhydryl 7-amino-3-vinyl-3-cephem-4-carboxylate hydrochloride (2.2 g) and trime... The reactants are COC(=O)C=1C=NC=C(C1)C1=CC(=CC=C1)NCCN(C(=O)OC(C)(C)C)C[C@H](O[Si](C)(C)C(C)(C)C)C1=CC(=CC=C1)Cl ((R)-5-[3-[[2-[[2-(3-chlorophenyl)-2-[[(tert-butyl)dimethylsilyl]oxy]ethyl][(tert-butoxy)carbonyl]amino]ethyl]amino]phenyl]-3-pyridinecarboxylic acid methyl ester), O1CCCC1.O (tetrahydrofuran water), Cl (hydrochloric acid), O.[OH-].[Li+] (lithium hydroxide monohydrate). Run in O1CCOCC1 (1,4-dioxane). Yields the product ClC=1C=C(C=CC1)[C@H](CNCCNC=1C=C(C=CC1)C=1C=C(C=NC1)C(=O)O)O ((R)-5-[3-[[2-[[2-(3-chlorophenyl)-2-hydroxyethyl]amino]ethyl]amino]phenyl]-3-pyridinecarboxylic acid). Reaction SMILES: C[O:2][C:3]([C:5]1[CH:6]=[N:7][CH:8]=[C:9]([C:11]2[CH:16]=[CH:15][CH:14]=[C:13]([NH:17][CH2:18][CH2:19][N:20]([CH2:28][C@@H:29]([C:38]3[CH:43]=[CH:42][CH:41]=[C:40]([Cl:44])[CH:39]=3)[O:30][Si](C(C)(C)C)(C)C)C(OC(C)(C)C)=O)[CH:12]=2)[CH:10]=1)=[O:4].Cl.O.[OH-].[Li+].O1CCCC1.O>O1CCOCC1>[Cl:44][C:40]1[CH:39]=[C:38]([C@@H:29]([OH:30])[CH2:28][NH:20][CH2:19][CH2:18][NH:17][C:13]2[CH:12]=[C:11]([C:9]3[CH:10]=[C:5]([C:3]([OH:4])=[O:2])[CH:6]=[N:7][CH:8]=3)[CH:16]=[CH:15][CH:14]=2)[CH:43]=[CH:42][CH:41]=1 |f:2.3.4,5.6|. Procedure: n.m.r. (CD3OD) δ values include 3.11-3.29 (m, 1 H), 3.58 (t, 2 H), 4.97 (dd, 1 H), 6.76 (d, 1 H), 6.97 (s, 1 H), 6.99 (d, 1 H), 7.26-7.35 (m, 4 H), 7.46 (s, 1 H), 8.51 (s, 1 H), 8.76 (s, 1 H), 9.00 (s, 1 H); from (R)-5-[3-[[2-[[2-(3-chlorophenyl)-2-[[(tert-butyl)dimethylsilyl]oxy]ethyl][(tert-butoxy)carbonyl]amino]ethyl]amino]phenyl]-3-pyridinecarboxylic acid methyl ester (251 mg), 4 N hydrochloric acid in 1,4-dioxane (10 mL) and lithium hydroxide monohydrate (96 mg) in 3:1 tetrahydrofuran-water... Starting materials: CCO, Cc1ccccc1, OB(O)c1cccnc1F, CCn1cc(C2(c3cccc(Br)c3)N=C(N)N(C)C2=O)cc1C=O, [Na+], [Na+], O=C([O-])[O-], [Pd], c1ccc(P(c2ccccc2)c2ccccc2)cc1, c1ccc(P(c2ccccc2)c2ccccc2)cc1, c1ccc(P(c2ccccc2)c2ccccc2)cc1, c1ccc(P(c2ccccc2)c2ccccc2)cc1. Product: CCn1cc(C2(c3cccc(-c4cccnc4F)c3)N=C(N)N(C)C2=O)cc1C=O. RXN SMILES: [CH3:125][CH2:126][OH:127].[CH3:1][c:2]1[cH:3][cH:4][cH:5][cH:6][cH:7]1.[F:32][c:33]1[n:34][cH:35][cH:36][cH:37][c:38]1[B:39]([OH:40])[OH:41].[NH2:8][C:9]1=[N:13][C:12]([c:14]2[cH:15][c:16]([Br:20])[cH:17][cH:18][cH:19]2)([c:21]2[cH:22][c:23]([CH:28]=[O:29])[n:24]([CH2:26][CH3:27])[cH:25]2)[C:11](=[O:30])[N:10]1[CH3:31].[Na+:42].[Na+:43].[O-:44][C:45](=[O:46])[O-:47].[Pd:48].[c:106]1([P:107]([c:108]2[cH:109][cH:110][cH:111][cH:112][cH:113]2)[c:114]2[cH:115][cH:116][cH:117][cH:118][cH:119]2)[cH:120][cH:121][cH:122][cH:123][cH:124]1.[c:49]1([P:50]([c:51]2[cH:52][cH:53][cH:54][cH:55][cH:56]2)[c:57]2[cH:58][cH:59][cH:60][cH:61][cH:62]2)[cH:63][cH:64][cH:65][cH:66][cH:67]1.[c:68]1([P:69]([c:70]2[cH:71][cH:72][cH:73][cH:74][cH:75]2)[c:76]2[cH:77][cH:78][cH:79][cH:80][cH:81]2)[cH:82][cH:83][cH:84][cH:85][cH:86]1.[c:87]1([P:88]([c:89]2[cH:90][cH:91][cH:92][cH:93][cH:94]2)[c:95]2[cH:96][cH:97][cH:98][cH:99][cH:100]2)[cH:101][cH:102][cH:103][cH:104][cH:105]1>>[NH2:8][C:9]1=[N:13][C:12]([c:14]2[cH:15][c:16](-[c:38]3[c:33]([F:32])[n:34][cH:35][cH:36][cH:37]3)[cH:17][cH:18][cH:19]2)([c:21]2[cH:22][c:23]([CH:28]=[O:29])[n:24]([CH2:26][CH3:27])[cH:25]2)[C:11](=[O:30])[N:10]1[CH3:31]. The reactants are Cl.N1[C@H](C(=O)N)CCC1 (L-prolinamide hydrochloride), O.ON1N=NC2=C1C=CC=C2 (1-hydroxybenzotriazole hydrate), CCN=C=NCCCN(C)C.Cl (water soluble carbodiimide), C(C)(C)(C)OC(=O)N(CC(=O)O)CC(C)C (Nα-(tert-Butyloxycarbonyl)-Nα-(2-methylpropyl) glycine). Solvent: C(Cl)Cl.CN(C)C=O (CH2Cl2 DMF), C(C)N(CC)CC (triethylamine). Reaction conditions: temperature 0 celsius. The product is C(C)(C)(C)OC(=O)N(CC(C)C)CC(=O)N1[C@@H](CCC1)C(=O)N ((2S)-1-(2′-(N-tert-Butyloxycarbonyl-N-(2-methylpropyl)amino)acetyl)pyrrolidine-2-carboxamide). Isolated yield 64.7%. As a reaction SMILES: [C:1]([O:5][C:6]([N:8]([CH2:13][CH:14]([CH3:16])[CH3:15])[CH2:9][C:10]([OH:12])=O)=[O:7])([CH3:4])([CH3:3])[CH3:2].Cl.[NH:18]1[CH2:25][CH2:24][CH2:23][C@H:19]1[C:20]([NH2:22])=[O:21].O.ON1C2C=CC=CC=2N=N1.CCN=C=NCCCN(C)C.Cl>C(Cl)Cl.CN(C=O)C.C(N(CC)CC)C>[C:1]([O:5][C:6]([N:8]([CH2:9][C:10]([N:18]1[CH2:25][CH2:24][CH2:23][C@H:19]1[C:20]([NH2:22])=[O:21])=[O:12])[CH2:13][CH:14]([CH3:16])[CH3:15])=[O:7])([CH3:2])([CH3:3])[CH3:4] |f:1.2,3.4,5.6,7.8|. Reported procedure: Nα-(tert-Butyloxycarbonyl)-Nα-(2-methylpropyl) glycine (360 mg, 1.56 mmol) was dissolved in CH2Cl2/DMF (9:1, 20 ml). The solution was cooled to 0° C., L-prolinamide hydrochloride (282 mg, 1.87 mmol), 1-hydroxybenzotriazole hydrate (295 mg, 2.18 mmol) and water soluble carbodiimide (358 mg, 1.87 mmol) were added and after 15 min the pH adjusted to pH9 with triethylamine. After 18 h at 0° C. to room temperature the solvent was removed in vacuo and the residue was taken up in ethyl acetate (100 ml)...